Dataset: the Open Reaction Database (ORD), a public repository of structured organic reaction records. Task: describe an organic reaction: reactants, conditions, products, and yield Starting materials: CCCS(=O)(=O)NC1Cc2ccc(-c3ccc(=O)[nH]n3)cc2C1, CI. Product: CCCS(=O)(=O)NC1Cc2ccc(-c3ccc(=O)n(C)n3)cc2C1. Reaction SMILES: [CH2:1]([CH2:2][CH3:3])[S:4](=[O:5])(=[O:6])[NH:7][CH:8]1[CH2:9][c:10]2[cH:11][cH:12][c:13](-[c:17]3[cH:18][cH:19][c:20](=[O:23])[nH:21][n:22]3)[cH:14][c:15]2[CH2:16]1.[CH3:24][I:25]>>[CH2:1]([CH2:2][CH3:3])[S:4](=[O:5])(=[O:6])[NH:7][CH:8]1[CH2:9][c:10]2[cH:11][cH:12][c:13](-[c:17]3[cH:18][cH:19][c:20](=[O:23])[n:21]([CH3:24])[n:22]3)[cH:14][c:15]2[CH2:16]1. The reactants are OC1=CC=C(C=C1)C(CC)=O (4'-hydroxypropiophenone), OCNC(CCl)=O (N-hydroxymethylchloroacetic amide), [Cl-].[Na+] (sodium chloride). Run in S(O)(O)(=O)=O (sulfuric acid). The product is ClCC(=O)NCC=1C=C(C=CC1O)C(CC)=O (3'-chloroacetamidomethyl-4'-hydroxypropiophenone). Isolated yield 56.4%. As a reaction SMILES: [OH:1][C:2]1[CH:7]=[CH:6][C:5]([C:8](=[O:11])[CH2:9][CH3:10])=[CH:4][CH:3]=1.O[CH2:13][NH:14][C:15](=[O:18])[CH2:16][Cl:17].[Cl-].[Na+]>S(=O)(=O)(O)O>[Cl:17][CH2:16][C:15]([NH:14][CH2:13][C:7]1[CH:6]=[C:5]([C:8](=[O:11])[CH2:9][CH3:10])[CH:4]=[CH:3][C:2]=1[OH:1])=[O:18] |f:2.3|. Reported procedure: To 40 ml of concentrated sulfuric acid with stirring under ice-cooling is added a mixture of 10 g of 4'-hydroxypropiophenone and 10 g of N-hydroxymethylchloroacetic amide in a small portion. After addition, the reaction mixture is further stirred under ice-cooling for 130 minutes. The resulting mixture is poured into ice-cold water containing sodium chloride and the solution is extracted with ethyl acetate. The ethyl acetate layer is washed with water and dried over sodium sulfate and then filte... Run in C1(=CC=CC=C1)C (toluene), C1(=CC=CC=C1)C (toluene), C1(=CC=CC=C1)C (toluene), O (Water). Reaction SMILES: [C:1]1([CH:6]=[O:7])([CH:4]=[O:5])[CH2:3][CH2:2]1.O.[C:9]1(C)C=CC(S(O)(=O)=O)=C[CH:10]=1.C([O-])([O-])[O:21][CH2:22][CH3:23].[OH-].[Na+]>C1(C)C=CC=CC=1.O>[CH2:9]([O:5][CH:4]([O:21][CH2:22][CH3:23])[C:1]1([CH:6]=[O:7])[CH2:3][CH2:2]1)[CH3:10] |f:1.2,4.5|. Reported procedure: In toluene (260 ml) was dissolved 1,1-cyclopropane dicarboaldehyde (30 g, 306 mmol). The resulting solution was stirred at 20° C. To the reaction mixture was added dropwise a solution of p-toluenesulfonate monohydrate (153 mg, 0.77 mml) in toluene (10 ml) and the mixture was cooled to the internal temperature of 5° C. or less. A solution of ethyl orthoformate (49.7 g, 335 mmol) in toluene (30 ml) was gradually added dropwise. After completion of the dropwise addition, the mixture was stirred con... The product is C(C)OC(C1(CC1)C=O)OCC (1-(Diethoxymethyl)cyclopropane carboaldehyde). Conditions: temperature 20 celsius, time 1 hour. Reactants: C(OCC)([O-])[O-] (ethyl orthoformate), monoacetal, [OH-].[Na+] (NaOH), O.C1(=CC=C(C=C1)S(=O)(=O)O)C (p-toluenesulfonate monohydrate), C1(CC1)(C=O)C=O (1,1-cyclopropane dicarboaldehyde), monoacetal, diacetal. Starting materials: O=C([O-])[O-], COC(=O)C(OC)c1ccc(O)cc1, ClCc1ccccn1, Cl, [K+], [K+], CN(C)C=O, O. Product: COC(=O)C(OC)c1ccc(OCc2ccccn2)cc1. As a reaction SMILES: [C:15](=[O:16])([O-:17])[O-:18].[CH3:1][O:2][C:3]([CH:4]([c:5]1[cH:6][cH:7][c:8]([OH:11])[cH:9][cH:10]1)[O:12][CH3:13])=[O:14].[Cl:22][CH2:23][c:24]1[n:25][cH:26][cH:27][cH:28][cH:29]1.[ClH:21].[K+:19].[K+:20].[O:31]=[CH:32][N:33]([CH3:34])[CH3:35].[OH2:30]>>[CH3:1][O:2][C:3]([CH:4]([c:5]1[cH:6][cH:7][c:8]([O:11][CH2:23][c:24]2[n:25][cH:26][cH:27][cH:28][cH:29]2)[cH:9][cH:10]1)[O:12][CH3:13])=[O:14]. Starting materials: O=C([O-])O, CC#N, O=C(O)C(F)(F)S(=O)(=O)F, Cc1cnc(O)c(C)c1I, [Na+], [Na+], [Na+], O=S(=O)([O-])[O-]. Yields the product Cc1cnc(OC(F)F)c(C)c1I. Reaction SMILES: [C:28](=[O:29])([OH:30])[O-:31].[CH3:33][C:34]#[N:35].[F:11][S:12]([C:15]([C:13]([OH:14])=[O:16])([F:19])[F:20])(=[O:17])=[O:18].[I:1][c:2]1[c:3]([CH3:10])[c:4]([OH:9])[n:5][cH:6][c:7]1[CH3:8].[Na+:21].[Na+:22].[Na+:32].[O-:23][S:24](=[O:25])(=[O:26])[O-:27]>>[I:1][c:2]1[c:3]([CH3:10])[c:4]([O:9][CH:15]([F:19])[F:20])[n:5][cH:6][c:7]1[CH3:8]. RXN SMILES: CO.C(=O)=O.[F:6][C:7]1[CH:12]=[CH:11][C:10]([N:13]([CH3:29])[C:14]([N:16]2[CH:20]=[C:19]([C:21]3[CH:26]=[CH:25][C:24]([O:27]C)=[CH:23][CH:22]=3)[N:18]=[CH:17]2)=[O:15])=[CH:9][CH:8]=1.O>ClCCl>[F:6][C:7]1[CH:8]=[CH:9][C:10]([N:13]([CH3:29])[C:14]([N:16]2[CH:20]=[C:19]([C:21]3[CH:26]=[CH:25][C:24]([OH:27])=[CH:23][CH:22]=3)[N:18]=[CH:17]2)=[O:15])=[CH:11][CH:12]=1 |f:0.1|. Yields the product FC1=CC=C(C=C1)N(C(=O)N1C=NC(=C1)C1=CC=C(C=C1)O)C (N-(4-Fluorophenyl)-4-(4-hydroxyphenyl)-N-methyl-1H-imidazole-1-carboxamide). Procedure details: To an methanol-dry ice cooled solution of N-(4-fluorophenyl)-4-(4-methoxyphenyl)-N-methyl-1H-imidazole-1-carboxamide (0.283 g, 0.870 mmol) in dichloromethane (8 ml) was added borontribromide (0.164 ml, 1.740 mmol). The dark reaction mixture was allowed to warm up to room temperature and stirred for 2 hours. TLC showed the reaction to be completed, then was poured into a mixture of ice and water and stirred for 30 min. There was no precipitation. The mixture was extracted with DCM:IPA (70:30), th... Conditions: time 2 hour. The solvent is ClCCl (dichloromethane). Reactants: CO.C(=O)=O (methanol dry ice), FC1=CC=C(C=C1)N(C(=O)N1C=NC(=C1)C1=CC=C(C=C1)OC)C (N-(4-fluorophenyl)-4-(4-methoxyphenyl)-N-methyl-1H-imidazole-1-carboxamide), O (water). The reactants are CC(C(C)=O)(CC1=CC=C(C=C1)SC(F)(F)F)C (3,3-dimethyl-4-(4-trifluoromethylthiophenyl)-butan-2-one), C[O-].[Na+] (sodium methylate), C(=O)OCC (ethyl formate). The solvent is C(C)OCC (diethyl ether). Conditions: time 4 hour. Product: CC(C(C=CO)=O)(CC1=CC=C(C=C1)SC(F)(F)F)C (4,4-dimethyl-5-(4-trifluoromethylthiophenyl)-penten-1-ol-3-one). Isolated yield 63.4%. As a reaction SMILES: [CH:1](OCC)=[O:2].[CH3:6][C:7]([CH3:23])([CH2:11][C:12]1[CH:17]=[CH:16][C:15]([S:18][C:19]([F:22])([F:21])[F:20])=[CH:14][CH:13]=1)[C:8](=[O:10])[CH3:9].C[O-].[Na+]>C(OCC)C>[CH3:6][C:7]([CH3:23])([CH2:11][C:12]1[CH:17]=[CH:16][C:15]([S:18][C:19]([F:21])([F:22])[F:20])=[CH:14][CH:13]=1)[C:8](=[O:10])[CH:9]=[CH:1][OH:2] |f:2.3|. Procedure: 34.7 g (0.469 mole) of ethyl formate are added dropwise with stirring to 129.4 g (0.469 mole) of 3,3-dimethyl-4-(4-trifluoromethylthiophenyl)-butan-2-one and 25.3 g (0.469 mole) of sodium methylate in 1 liter of diethyl ether at room temperature, and the mixture is stirred at room temperature for 4 hours after the addition is complete. For work-up, the mixture is extracted with 1 liter of water, and the combined aqueous extracts are washed once with diethyl ether, acidified to pH 1-2 with dilute...